Dataset: the Open Reaction Database (ORD), a public repository of structured organic reaction records. Task: describe an organic reaction: reactants, conditions, products, and yield Reactants: C1(\C=C/C(=O)O1)=O (maleic anhydride), [OH-].[Na+] (sodium hydroxide), C(C=C)(=O)O (acrylic acid), S(=O)(=O)([O-])OOS(=O)(=O)[O-].[NH4+].[NH4+] (ammonium persulfate), OO (hydrogen peroxide), [OH-].[Na+] (sodium hydroxide). Yields the product C(\C=C/C(=O)[O-])(=O)[O-].[Na+].[Na+] (sodium maleate). RXN SMILES: [C:1]1(=[O:7])[O:6][C:4](=[O:5])[CH:3]=[CH:2]1.[OH-].[Na+:9].C(O)(=[O:13])C=C.S(OOS([O-])(=O)=O)([O-])(=O)=O.[NH4+].[NH4+].OO>>[C:1]([O-:6])(=[O:7])/[CH:2]=[CH:3]\[C:4]([O-:13])=[O:5].[Na+:9].[Na+:9] |f:1.2,4.5.6,8.9.10|. Procedure: An aqueous sodium maleate solution was prepared by neutralizing maleic anhydride with an aqueous sodium hydroxide solution in a four-necked flask. The aqueous solution polymerization of this solution and an aqueous acrylic acid solution was effected in the presence of ammonium persulfate, hydrogen peroxide and sodium hydroxide at 100° C. for 6 h. The reactants are FC(S(=O)(=O)O[Si](C)(C)C)(F)F (trimethylsilyl trifluoromethane sulfonate), CCCCCC (hexane), C(CCC)[Li] (n-butyl lithium), ClC=1C=C(C=CC1I)Br (3-chloro-4-iodobromobenzene). Solvent: C(C)OCC (diethyl ether). Conditions: time 30 minute. The product is ClC=1C=C(C=CC1[Si](C)(C)C)Br (3-chloro-4-trimethylsilyl-bromobenzene). Isolated yield 89.3%. Reaction SMILES: [Cl:1][C:2]1[CH:3]=[C:4]([Br:9])[CH:5]=[CH:6][C:7]=1I.CCCCCC.C([Li])CCC.FC(F)(F)S(O[Si:27]([CH3:30])([CH3:29])[CH3:28])(=O)=O>C(OCC)C>[Cl:1][C:2]1[CH:3]=[C:4]([Br:9])[CH:5]=[CH:6][C:7]=1[Si:27]([CH3:30])([CH3:29])[CH3:28]. Reported procedure: 3-chloro-4-iodobromobenzene (3.1 g) was dissolved in diethyl ether (100 ml). To the solution was then added dropwise a hexane solution of n-butyl lithium (1.59 M, 6.1 ml) at −78° C. The mixture was then stirred at the same temperature for 30 minutes. To the mixture was then added dropwise trimethylsilyl trifluoromethane sulfonate (3.77 ml; 17.4 mmol). The mixture was then stirred for 1 hour. After the quenching of the reaction by gradually adding water over an ice bath, the product was then extr... Starting materials: BrBr (Bromine), C(CCCCCCCCCCC)OC1=CC=C(C=C1)C=1SC2=C(N1)C=CC=C2 (2-(4-dodecyloxy-phenyl)benzothiazole), S(=O)(=O)([O-])S(=O)[O-].[Na+].[Na+] (sodium metabisulphite). Run in C(C)(=O)O (acetic acid). The product is BrC1=CC2=C(N=C(S2)C2=CC=C(C=C2)OCCCCCCCCCCCC)C=C1 (6-Bromo-2-(4-dodecyloxyphenyl)benzothiazole). Isolated yield 9.6%. As a reaction SMILES: [Br:1]Br.[CH2:3]([O:15][C:16]1[CH:21]=[CH:20][C:19]([C:22]2[S:23][C:24]3[CH:30]=[CH:29][CH:28]=[CH:27][C:25]=3[N:26]=2)=[CH:18][CH:17]=1)[CH2:4][CH2:5][CH2:6][CH2:7][CH2:8][CH2:9][CH2:10][CH2:11][CH2:12][CH2:13][CH3:14].S(S([O-])=O)([O-])(=O)=O.[Na+].[Na+]>C(O)(=O)C>[Br:1][C:29]1[CH:28]=[CH:27][C:25]2[N:26]=[C:22]([C:19]3[CH:18]=[CH:17][C:16]([O:15][CH2:3][CH2:4][CH2:5][CH2:6][CH2:7][CH2:8][CH2:9][CH2:10][CH2:11][CH2:12][CH2:13][CH3:14])=[CH:21][CH:20]=3)[S:23][C:24]=2[CH:30]=1 |f:2.3.4|. Procedure: Bromine was added dropwise to a solution of 2-(4-dodecyloxy-phenyl)benzothiazole (20 g, 0.059 mol) and acetic acid (1,000 cm3). The reaction mixture was then heated for a further 6 h. The cooled reaction mixture was then added to aqueous sodium metabisulphite solution (1,000 cm3). The product was extracted using diethyl ether (3×100 cm3). The combined organic layers are washed with concentrated sodium carbonate solution (2×100 cm3) and then with water (1×100 cm3), dried (MgSO4), filtered and the... Starting materials: C(C)(=O)OCC (ethyl acetate), C(=O)[O-].[NH4+] (ammonium formate), N1=C(C=CC=C1)/C=C/C(=O)OC(C)(C)C (tert-Butyl (E)-3-(2-pyridyl)-2-propenoate). Solvent: O (water), C(C)O (ethanol), O (water). Yields the product N1=C(C=CC=C1)CCC(=O)OC(C)(C)C (tert-butyl 3-(2-pyridyl)propanoate). The yield is 89.3%. Reaction SMILES: [N:1]1[CH:6]=[CH:5][CH:4]=[CH:3][C:2]=1/[CH:7]=[CH:8]/[C:9]([O:11][C:12]([CH3:15])([CH3:14])[CH3:13])=[O:10].C([O-])=O.[NH4+].C(OCC)(=O)C>C(O)C.O>[N:1]1[CH:6]=[CH:5][CH:4]=[CH:3][C:2]=1[CH2:7][CH2:8][C:9]([O:11][C:12]([CH3:15])([CH3:14])[CH3:13])=[O:10] |f:1.2|. Reported procedure: tert-Butyl (E)-3-(2-pyridyl)-2-propenoate (1.1 g, 5.4 mmol) was dissolved in ethanol (12 ml), and a solution of ammonium formate (2.0 g, 32.0 mmol) in water (3 ml) was added thereto. The reaction mixture was refluxed for 1.5 hrs, combined with ethyl acetate and water and filtered. The filtrate was extracted with ethyl acetate. The organic layer was washed with saturated brine, dried over anhydrous magnesium sulfate and concentrated under reduced pressure to give the titled compound (1.0 g, 94%). Reactants: CCCCOC(=O)C=Cc1ccc2c(=O)n(CC(C)C)c(CNC(=O)OC(C)(C)C)c(-c3ccc(Cl)cc3)c2c1, Cl, [Na+], C1CCOC1, [OH-], O. Yields the product CC(C)Cn1c(CNC(=O)OC(C)(C)C)c(-c2ccc(Cl)cc2)c2cc(C=CC(=O)O)ccc2c1=O. Reaction SMILES: [C:1]([CH3:2])([CH3:3])([CH3:4])[O:5][C:6](=[O:7])[NH:8][CH2:9][c:10]1[n:11]([CH2:37][CH:38]([CH3:39])[CH3:40])[c:12](=[O:36])[c:13]2[cH:14][cH:15][c:16]([CH:27]=[CH:28][C:29](=[O:30])[O:31][CH2:32][CH2:33][CH2:34][CH3:35])[cH:17][c:18]2[c:19]1-[c:20]1[cH:21][cH:22][c:23]([Cl:26])[cH:24][cH:25]1.[ClH:44].[Na+:42].[O:45]1[CH2:46][CH2:47][CH2:48][CH2:49]1.[OH-:41].[OH2:43]>>[C:1]([CH3:2])([CH3:3])([CH3:4])[O:5][C:6](=[O:7])[NH:8][CH2:9][c:10]1[n:11]([CH2:37][CH:38]([CH3:39])[CH3:40])[c:12](=[O:36])[c:13]2[cH:14][cH:15][c:16]([CH:27]=[CH:28][C:29](=[O:30])[OH:31])[cH:17][c:18]2[c:19]1-[c:20]1[cH:21][cH:22][c:23]([Cl:26])[cH:24][cH:25]1. Starting materials: CCCc1ccc2c(Nc3cc(C)ccc3Sc3ccc(O)cc3)ccnc2n1, CN(C)c1ccncc1, CC(C)S(=O)(=O)Cl, CCN(C(C)C)C(C)C, ClCCl. Yields the product CCCc1ccc2c(Nc3cc(C)ccc3Sc3ccc(OS(=O)(=O)C(C)C)cc3)ccnc2n1. As a reaction SMILES: [CH3:1][c:2]1[cH:3][c:4]([NH:16][c:17]2[cH:18][cH:19][n:20][c:21]3[n:22][c:23]([CH2:27][CH2:28][CH3:29])[cH:24][cH:25][c:26]23)[c:5]([S:8][c:9]2[cH:10][cH:11][c:12]([OH:15])[cH:13][cH:14]2)[cH:6][cH:7]1.[CH3:46][N:47]([c:48]1[cH:49][cH:50][n:51][cH:52][cH:53]1)[CH3:54].[CH:30]([CH3:31])([CH3:32])[S:33](=[O:34])(=[O:35])[Cl:36].[CH:37]([N:38]([CH2:39][CH3:40])[CH:41]([CH3:42])[CH3:43])([CH3:44])[CH3:45].[Cl:55][CH2:56][Cl:57]>>[CH3:1][c:2]1[cH:3][c:4]([NH:16][c:17]2[cH:18][cH:19][n:20][c:21]3[n:22][c:23]([CH2:27][CH2:28][CH3:29])[cH:24][cH:25][c:26]23)[c:5]([S:8][c:9]2[cH:10][cH:11][c:12]([O:15][S:33]([CH:30]([CH3:31])[CH3:32])(=[O:34])=[O:35])[cH:13][cH:14]2)[cH:6][cH:7]1. The reactants are ClC1=CC=C(C=C1)C=1C=C(C=NC1OCC(F)(F)F)N (5-(4-chloro-phenyl)-6-(2,2, 2-trifluoro-ethoxy)-pyridin-3-ylamine), C(CCC)(=O)O (n-butyric acid). Yields the product ClC1=CC=C(C=C1)C=1C=C(C=NC1OCC(F)(F)F)NC(CCC)=O (N-[5-(4-Chloro-phenyl)-6-(2,2,2-trifluoro-ethoxy)-pyridin-3-yl]-butyramide). RXN SMILES: [Cl:1][C:2]1[CH:7]=[CH:6][C:5]([C:8]2[CH:9]=[C:10]([NH2:20])[CH:11]=[N:12][C:13]=2[O:14][CH2:15][C:16]([F:19])([F:18])[F:17])=[CH:4][CH:3]=1.[C:21](O)(=[O:25])[CH2:22][CH2:23][CH3:24]>>[Cl:1][C:2]1[CH:3]=[CH:4][C:5]([C:8]2[CH:9]=[C:10]([NH:20][C:21](=[O:25])[CH2:22][CH2:23][CH3:24])[CH:11]=[N:12][C:13]=2[O:14][CH2:15][C:16]([F:17])([F:18])[F:19])=[CH:6][CH:7]=1. Procedure: The title compound was synthesized in analogy to Example 1, using 5-(4-chloro-phenyl)-6-(2,2, 2-trifluoro-ethoxy)-pyridin-3-ylamine and n-butyric acid as starting materials, MS (LC/MS): 373.2 (M+H). Starting materials: [BH4-], CC(C)(C)OC(=O)N1CCN(c2ncc([N+](=O)[O-])cc2Cl)CC1, CO, [Na+], Cl[Ni]Cl, O, O, O, O, O, O. Product: CC(C)(C)OC(=O)N1CCN(c2ncc(N)cc2Cl)CC1. As a reaction SMILES: [BH4-:24].[C:1]([CH3:2])([CH3:3])([CH3:4])[O:5][C:6](=[O:7])[N:8]1[CH2:9][CH2:10][N:11]([c:14]2[n:15][cH:16][c:17]([N+:21]([O-:22])=[O:23])[cH:18][c:19]2[Cl:20])[CH2:12][CH2:13]1.[CH3:26][OH:27].[Na+:25].[Ni:34]([Cl:35])[Cl:36].[OH2:28].[OH2:29].[OH2:30].[OH2:31].[OH2:32].[OH2:33]>>[C:1]([CH3:2])([CH3:3])([CH3:4])[O:5][C:6](=[O:7])[N:8]1[CH2:9][CH2:10][N:11]([c:14]2[n:15][cH:16][c:17]([NH2:21])[cH:18][c:19]2[Cl:20])[CH2:12][CH2:13]1. Starting materials: C(=O)(N1C=NC=C1)N1C=NC=C1 (carbonyldiimidazole), C(CC#CC)(=O)O (3-pentynoic acid), NC1=NC2=C(C(=NC1)C1=CC=C(C=C1)C)C=C(C(=C2)SCC)CC (2-amino-8-ethylthio-7-ethyl-5-(p-methylphenyl)-3H-1,4-benzodiazepine). Solvent: O1CCCC1.CN(C=O)C (tetrahydrofuran dimethylformamide). Yields the product C(C)SC1=CC2=C(C(=NCC=3N2C(=CC(N3)=O)CC)C3=CC=C(C=C3)C)C=C1CC (10-ethylthio 1,9-diethyl-7-(p-methylphenyl)pyrimido[1,2-a][1,4]benzodiazepin-3(5H)-one). As a reaction SMILES: C(N1C=CN=C1)(N1C=CN=C1)=O.[C:13]([OH:19])(=O)[CH2:14][C:15]#[C:16][CH3:17].[NH2:20][C:21]1[CH2:27][N:26]=[C:25]([C:28]2[CH:33]=[CH:32][C:31]([CH3:34])=[CH:30][CH:29]=2)[C:24]2[CH:35]=[C:36]([CH2:42][CH3:43])[C:37]([S:39][CH2:40][CH3:41])=[CH:38][C:23]=2[N:22]=1>O1CCCC1.CN(C)C=O>[CH2:40]([S:39][C:37]1[C:36]([CH2:42][CH3:43])=[CH:35][C:24]2[C:25]([C:28]3[CH:33]=[CH:32][C:31]([CH3:34])=[CH:30][CH:29]=3)=[N:26][CH2:27][C:21]3[N:22]([C:15]([CH2:16][CH3:17])=[CH:14][C:13](=[O:19])[N:20]=3)[C:23]=2[CH:38]=1)[CH3:41] |f:3.4|. Procedure details: In the manner given in Example 16, carbonyldiimidazole, 3-pentynoic acid and 2-amino-8-ethylthio-7-ethyl-5-(p-methylphenyl)-3H-1,4-benzodiazepine were stirred in tetrahydrofuran-dimethylformamide to give 10-ethylthio 1,9-diethyl-7-(p-methylphenyl)pyrimido[1,2-a][1,4]benzodiazepin-3(5H)-one.